This data is from the Open Reaction Database (ORD), a public repository of structured organic reaction records. The task is: describe an organic reaction: reactants, conditions, products, and yield Starting materials: C(C(C)(C)C)(=O)NC=1N=C(C2=C(N1)N=CC(=C2)Br)O (2-pivaloylamino-4-hydroxy-6-bromopyrido[2,3-d]pyrimidine), C[Si](C)(C)C#C (trimethylsilylacetylene), [K+].[Br-] (KBr). Yields the product C(C(C)(C)C)(=O)NC=1N=C(C2=C(N1)N=CC(=C2)C#C[Si](C)(C)C)O (2-Pivaloylamino-4-hydroxy-6-trimethylsilylethynylpyrido[2,3-d]pyrimidine). The yield is 81.0%. RXN SMILES: [C:1]([NH:7][C:8]1[N:9]=[C:10]([OH:19])[C:11]2[CH:17]=[C:16](Br)[CH:15]=[N:14][C:12]=2[N:13]=1)(=[O:6])[C:2]([CH3:5])([CH3:4])[CH3:3].[CH3:20][Si:21]([C:24]#[CH:25])([CH3:23])[CH3:22].[K+].[Br-]>>[C:1]([NH:7][C:8]1[N:9]=[C:10]([OH:19])[C:11]2[CH:17]=[C:16]([C:25]#[C:24][Si:21]([CH3:23])([CH3:22])[CH3:20])[CH:15]=[N:14][C:12]=2[N:13]=1)(=[O:6])[C:2]([CH3:5])([CH3:4])[CH3:3] |f:2.3|. Procedure details: 2-Pivaloylamino-4-hydroxy-6-trimethylsilylethynylpyrido[2,3-d]pyrimidine is prepared in 81% yield from 2-pivaloylamino-4-hydroxy-6-bromopyrido[2,3-d]pyrimidine and trimethylsilylacetylene analogously to Example 2B. m.p. >250° C.; NMR (CDCl3, 300 MHz) delta 0.29 (s, 9H), 1.35 (s, 9H), 8.36 (brs, 1H), 8.57 (d, 1H, J=2.45 Hz), 8.92 (d, 1H, J=2.45 Hz); IR (KBr) 3200, 2970, 2170, 1680, 1620, 1545, 1475, 1440, 1380, 1275, 1250, 1145, 930, and 845 cm-1. The reactants are BrCC1CCCCO1, CC(C)c1ncc(CCl)o1, O=C1Nc2ccccc2C12COc1cc3c(cc12)OCO3, O=C1Nc2ccccc2C12COc1cc3c(cc12)CCO3. Yields the product CC(C)c1ncc(CN2C(=O)C3(COc4cc5c(cc43)OCO5)c3ccccc32)o1. RXN SMILES: [Br:11][CH2:12][CH:13]1[CH2:14][CH2:15][CH2:16][CH2:17][O:18]1.[Cl:1][CH2:2][c:3]1[cH:4][n:5][c:6]([CH:8]([CH3:9])[CH3:10])[o:7]1.[NH:19]1[C:20](=[O:39])[C:21]2([CH2:22][O:23][c:24]3[c:25]2[cH:26][c:27]2[c:28]([cH:32]3)[O:29][CH2:30][O:31]2)[c:33]2[cH:34][cH:35][cH:36][cH:37][c:38]21.[NH:40]1[c:41]2[c:42]([cH:43][cH:44][cH:45][cH:46]2)[C:47]2([CH2:48][O:49][c:50]3[cH:51][c:52]4[c:53]([cH:54][c:55]32)[CH2:56][CH2:57][O:58]4)[C:59]1=[O:60]>>[CH2:2]([c:3]1[cH:4][n:5][c:6]([CH:8]([CH3:9])[CH3:10])[o:7]1)[N:19]1[C:20](=[O:39])[C:21]2([CH2:22][O:23][c:24]3[c:25]2[cH:26][c:27]2[c:28]([cH:32]3)[O:29][CH2:30][O:31]2)[c:33]2[cH:34][cH:35][cH:36][cH:37][c:38]21. Reactants: Cl (hydrochloric acid), CSC1=NN=C(O1)C1=C(C=CC=C1)CS(=O)(=O)N (2-[5-(Methylthio)-1,3,4-oxadiazol-2-yl]benzenemethanesulfonamide), COC1=NC(=NC(=N1)C)NC(OC1=CC=CC=C1)=O (phenyl (4-methoxy-6-methyl-1,3,5-triazin-2-yl)carbamate), C1CCC2=NCCCN2CC1 (DBU). Run in O1CCOCC1 (p-dioxane), O (water). Reaction conditions: time 2 hour. The product is COC1=NC(=NC(=N1)C)NC(=O)NS(=O)(=O)CC1=C(C=CC=C1)C=1OC(=NN1)SC (N-[(4-Methoxy-6-methyl-1,3,5-triazin-2-yl)aminocarbonyl]-2-[5-(methylthio)-1,3,4-oxadiazol-2-yl]benzenemethanesulfonamide). Isolated yield 28.5%. Reaction SMILES: [CH3:1][S:2][C:3]1[O:7][C:6]([C:8]2[CH:13]=[CH:12][CH:11]=[CH:10][C:9]=2[CH2:14][S:15]([NH2:18])(=[O:17])=[O:16])=[N:5][N:4]=1.[CH3:19][O:20][C:21]1[N:26]=[C:25]([CH3:27])[N:24]=[C:23]([NH:28][C:29](=O)[O:30]C2C=CC=CC=2)[N:22]=1.C1CCN2C(=NCCC2)CC1.Cl>O1CCOCC1.O>[CH3:19][O:20][C:21]1[N:26]=[C:25]([CH3:27])[N:24]=[C:23]([NH:28][C:29]([NH:18][S:15]([CH2:14][C:9]2[CH:10]=[CH:11][CH:12]=[CH:13][C:8]=2[C:6]2[O:7][C:3]([S:2][CH3:1])=[N:4][N:5]=2)(=[O:17])=[O:16])=[O:30])[N:22]=1. Procedure: By the procedure of Example 4, 0.62 g of the sulfonamide of Example 3 was reacted with 0.57 g of phenyl (4-methoxy-6-methyl-1,3,5-triazin-2-yl)carbamate and 0.33 g of DBU in 10 ml of p-dioxane. After stirring two hours at room temperature the solution was diluted with about 75 ml of water and acidified with concentrated hydrochloric acid (red to litmus). Following filtration, the residue was washed with 1×5 ml of warm ethyl acetate to give 0.28 g of the subject compound; m.p. 175°-177° C.